Dataset: the Open Reaction Database (ORD), a public repository of structured organic reaction records. Task: describe an organic reaction: reactants, conditions, products, and yield Reactants: CCO, [H][H], [N-]=[N+]=NCc1cccc(Oc2ncccn2)c1. Product: NCc1cccc(Oc2ncccn2)c1. As a reaction SMILES: [CH3:20][CH2:21][OH:22].[H:18][H:19].[N:1](=[N+:2]=[N-:3])[CH2:4][c:5]1[cH:6][c:7]([O:8][c:9]2[n:10][cH:11][cH:12][cH:13][n:14]2)[cH:15][cH:16][cH:17]1>>[NH2:1][CH2:4][c:5]1[cH:6][c:7]([O:8][c:9]2[n:10][cH:11][cH:12][cH:13][n:14]2)[cH:15][cH:16][cH:17]1. The reactants are CCOC(C)=O, Nc1cccnc1SCCS(=O)(=O)c1cccc(C(F)(F)F)c1, Cc1ccccc1C, COC(=O)Cc1ccccn1. Product: O=C(Cc1ccccn1)Nc1cccnc1SCCS(=O)(=O)c1cccc(C(F)(F)F)c1. RXN SMILES: [CH3:43][CH2:44][O:45][C:46]([CH3:47])=[O:48].[F:12][C:13]([c:14]1[cH:15][c:16]([S:20](=[O:21])(=[O:22])[CH2:23][CH2:24][S:25][c:26]2[n:27][cH:28][cH:29][cH:30][c:31]2[NH2:32])[cH:17][cH:18][cH:19]1)([F:33])[F:34].[c:35]1([CH3:36])[c:37]([CH3:38])[cH:39][cH:40][cH:41][cH:42]1.[n:1]1[c:2]([CH2:7][C:8]([O:10][CH3:9])=[O:11])[cH:3][cH:4][cH:5][cH:6]1>>[n:1]1[c:2]([CH2:7][C:8](=[O:10])[NH:32][c:31]2[c:26]([S:25][CH2:24][CH2:23][S:20]([c:16]3[cH:15][c:14]([C:13]([F:12])([F:33])[F:34])[cH:19][cH:18][cH:17]3)(=[O:21])=[O:22])[n:27][cH:28][cH:29][cH:30]2)[cH:3][cH:4][cH:5][cH:6]1.